The task is: describe an organic reaction: reactants, conditions, products, and yield. This data is from the Open Reaction Database (ORD), a public repository of structured organic reaction records. Solvent: CN(C)C=O (DMF). Yields the product FC1=CC2=C(C3=NC(=CN3CCO2)C=2N(N=C(N2)C)C(C)C)C=C1SC1CCN(CC1)C(C(=O)N)(C)C (2-{4-[8-Fluoro-2-(2-isopropyl-5-methyl-2H-[1,2,4]triazol-3-yl)-4,5-dihydro-6-oxa-1,3a-diazabenzo[e]azulen-9-ylsulfanyl]piperidin-1-yl}isobutyramide). As a reaction SMILES: [F:1][C:2]1[C:24]([S:25][CH:26]2[CH2:31][CH2:30][N:29]([C:32]([CH3:37])([CH3:36])[C:33]([OH:35])=O)[CH2:28][CH2:27]2)=[CH:23][C:5]2[C:6]3[N:10]([CH2:11][CH2:12][O:13][C:4]=2[CH:3]=1)[CH:9]=[C:8]([C:14]1[N:15]([CH:20]([CH3:22])[CH3:21])[N:16]=[C:17]([CH3:19])[N:18]=1)[N:7]=3.CC[N:40](C(C)C)C(C)C.C1C=CC2N(O)N=NC=2C=1.N.CCN=C=NCCCN(C)C>CN(C=O)C>[F:1][C:2]1[C:24]([S:25][CH:26]2[CH2:31][CH2:30][N:29]([C:32]([CH3:36])([CH3:37])[C:33]([NH2:40])=[O:35])[CH2:28][CH2:27]2)=[CH:23][C:5]2[C:6]3[N:10]([CH2:11][CH2:12][O:13][C:4]=2[CH:3]=1)[CH:9]=[C:8]([C:14]1[N:15]([CH:20]([CH3:21])[CH3:22])[N:16]=[C:17]([CH3:19])[N:18]=1)[N:7]=3. Reactants: FC1=CC2=C(C3=NC(=CN3CCO2)C=2N(N=C(N2)C)C(C)C)C=C1SC1CCN(CC1)C(C(=O)O)(C)C (2-{4-[8-fluoro-2-(2-isopropyl-5-methyl-2H-[1,2,4]triazol-3-yl)-4,5-dihydro-6-oxa-1,3a-diazabenzo[e]azulen-9-ylsulfanyl]piperidin-1-yl}-2-methylpropionic acid), N (NH3), CCN=C=NCCCN(C)C (EDCI), CCN(C(C)C)C(C)C (DIPEA), C=1C=CC2=C(C1)N=NN2O (HOBt). Reported procedure: To a suspension of 2-{4-[8-fluoro-2-(2-isopropyl-5-methyl-2H-[1,2,4]triazol-3-yl)-4,5-dihydro-6-oxa-1,3a-diazabenzo[e]azulen-9-ylsulfanyl]piperidin-1-yl}-2-methylpropionic acid (174 mg, 0.329 mmol) in DMF (5 mL) were added DIPEA (169 l, 0.987 mmol), HOBt.NH3 (75 mg, 0.494 mmol) and EDCI (95 mg, 0.494 mmol) and the reaction mixture was stirred at RT for 18 h. The mixture was then partitioned between EtOAc and water and the aqueous phase was further extracted with EtOAc (×3). The combined organic ... The yield is 55.3%. Starting materials: CI (methyl iodide), C([O-])([O-])=O.[Cs+].[Cs+] (cesium carbonate), OC1=CC=C(C=N1)C12N(C(C=3N(C1)C=CC3)=O)CCN2C(=O)C=2C(=NOC2)C (10a-(6-hydroxypyridin-3-yl)-1-[(3-methyl-1,2-oxazol-4-yl)carbonyl]-2,3,10,10a-tetrahydro-1H,5H-imidazo[1,2-a]pyrrolo[1,2-d]pyrazin-5-one), C([O-])([O-])=O.[Cs+].[Cs+] (cesium carbonate), CI (methyl iodide). The solvent is O (water), CN(C)C=O (DMF). Run at time 2.5 hour. Product: CC1=NOC=C1C(=O)N1CCN2C1(CN1C(C2=O)=CC=C1)C1=CN(C(C=C1)=O)C (1-[(3-methyl-1,2-oxazol-4-yl)carbonyl]-10a-(1-methyl-6-oxo-1,6-dihydropyridin-3-yl)-2,3,10,10a-tetrahydro-1H,5H-imidazo[1,2-a]pyrrolo[1,2-d]pyrazin-5-one). Yield: 164.0%. As a reaction SMILES: [OH:1][C:2]1[N:7]=[CH:6][C:5]([C:8]23[N:20]([C:21]([C:23]4[C:24]([CH3:28])=[N:25][O:26][CH:27]=4)=[O:22])[CH2:19][CH2:18][N:9]2[C:10](=[O:17])[C:11]2[N:12]([CH:14]=[CH:15][CH:16]=2)[CH2:13]3)=[CH:4][CH:3]=1.[C:29](=O)([O-])[O-].[Cs+].[Cs+].CI>CN(C=O)C.O>[CH3:28][C:24]1[C:23]([C:21]([N:20]2[C:8]3([C:5]4[CH:4]=[CH:3][C:2](=[O:1])[N:7]([CH3:29])[CH:6]=4)[CH2:13][N:12]4[CH:14]=[CH:15][CH:16]=[C:11]4[C:10](=[O:17])[N:9]3[CH2:18][CH2:19]2)=[O:22])=[CH:27][O:26][N:25]=1 |f:1.2.3|. Procedure: To a solution of 10a-(6-hydroxypyridin-3-yl)-1-[(3-methyl-1,2-oxazol-4-yl)carbonyl]-2,3,10,10a-tetrahydro-1H,5H-imidazo[1,2-a]pyrrolo[1,2-d]pyrazin-5-one (142) (20 mg, 0.053 mmol) and cesium carbonate (10 mg, 0.031 mmol) in DMF (2 mL) was added methyl iodide (20 μL, 0.32 mmol). LCMS after 2.5 hours showed approx. 50% conversion so extra methyl iodide (30 μL, 0.48 mmol) was added. LCMS after a further 1.75 hours showed no additional progress, so extra cesium carbonate (15 mg, 0.046 mmol) was adde...